From a dataset of the Open Reaction Database (ORD), a public repository of structured organic reaction records. describe an organic reaction: reactants, conditions, products, and yield The reactants are COC=1C=C(C=CC1)/C=C/C1=NC(=CC(=N1)C)N1CCCC1 ((E)-2-[2-(3-methoxy-phenyl)-vinyl]-4-methyl-6-pyrrolidin-1-yl-pyrimidine), ClC1=NC(=NC(=C1)C)\C=C\C1=CC(=CC=C1)OC ((E)-4-chloro-2-[2-(3-methoxy-phenyl)-vinyl]-6-methyl-pyrimidine), solution, B(Br)(Br)Br (BBr3). Solvent: C(Cl)Cl (CH2Cl2), C(Cl)Cl (CH2Cl2). Reaction conditions: temperature 0 celsius, time 1 hour. The product is OC=1C=C(C=CC1)/C=C/C1=NC(=CC(=N1)C)N1CCCC1 ((E)-2-[2-(3-hydroxy-phenyl)-vinyl]-4-methyl-6-pyrrolidin-1-yl-pyrimidine). Isolated yield 47.0%. Reaction SMILES: C[O:2][C:3]1[CH:4]=[C:5](/[CH:9]=[CH:10]/[C:11]2[N:16]=[C:15]([CH3:17])[CH:14]=[C:13]([N:18]3[CH2:22][CH2:21][CH2:20][CH2:19]3)[N:12]=2)[CH:6]=[CH:7][CH:8]=1.ClC1C=C(C)N=C(/C=C/C2C=CC=C(OC)C=2)N=1.B(Br)(Br)Br>C(Cl)Cl>[OH:2][C:3]1[CH:4]=[C:5](/[CH:9]=[CH:10]/[C:11]2[N:16]=[C:15]([CH3:17])[CH:14]=[C:13]([N:18]3[CH2:22][CH2:21][CH2:20][CH2:19]3)[N:12]=2)[CH:6]=[CH:7][CH:8]=1. Procedure: To a solution of (E)-2-[2-(3-methoxy-phenyl)-vinyl]-4-methyl-6-pyrrolidin-1-yl-pyrimidine (100 mg, 0.34 mmol), product of example 29, in CH2Cl2 there was added dropwise and under stirring at 0° C. a 1M solution of BBr3 in CH2Cl2 (0.51 ml). The reaction mixture was stirred for 1 h at 0° C. after which time the reaction was complete according to TLC analysis. The mixture was poured on ice and the product extracted into CH2Cl2. The organic layer was dried over Na2SO4 and concentrated in vacuo. The ...